This data is from the Open Reaction Database (ORD), a public repository of structured organic reaction records. The task is: describe an organic reaction: reactants, conditions, products, and yield Reactants: N(N)C1=CC(N(C(N1CC(C)C)=O)C)=O (6-hydrazino-1-isobutyl-3-methylpyrimidine-2,4(1H,3H)-dione), FC=1C=C2C(=CC=NC2=CC1)C=O (6-fluoroquinoline-4-carbaldehyde), CN1C(=NC=C1)C=O (1-methyl-1H-imidazole-2-carbaldehyde). The product is FC=1C=C2C(=CC=NC2=CC1)CN1N=C2N(C(N(C(C2=C1C=1N(C=CN1)C)=O)C)=O)CC(C)C (2-[(6-fluoroquinolin-4-yl)methyl]-7-isobutyl-5-methyl-3-(1-methyl-1H-imidazol-2-yl)-2H-pyrazolo[3,4-d]pyrimidine-4,6(5H,7H)-dione). Reaction SMILES: [NH:1]([C:3]1[N:8]([CH2:9][CH:10]([CH3:12])[CH3:11])[C:7](=[O:13])[N:6]([CH3:14])[C:5](=[O:15])[CH:4]=1)[NH2:2].[F:16][C:17]1[CH:18]=[C:19]2[C:24](=[CH:25][CH:26]=1)[N:23]=[CH:22][CH:21]=[C:20]2[CH:27]=O.[CH3:29][N:30]1[CH:34]=[CH:33][N:32]=[C:31]1[CH:35]=O>>[F:16][C:17]1[CH:18]=[C:19]2[C:24](=[CH:25][CH:26]=1)[N:23]=[CH:22][CH:21]=[C:20]2[CH2:27][N:2]1[C:35]([C:31]2[N:30]([CH3:29])[CH:34]=[CH:33][N:32]=2)=[C:4]2[C:3]([N:8]([CH2:9][CH:10]([CH3:11])[CH3:12])[C:7](=[O:13])[N:6]([CH3:14])[C:5]2=[O:15])=[N:1]1. Procedure details: This compound was made following the procedure described above, starting with 6-hydrazino-1-isobutyl-3-methylpyrimidine-2,4(1H,3H)-dione, and condensing first 6-fluoroquinoline-4-carbaldehyde, followed by, followed by 1-methyl-1H-imidazole-2-carbaldehyde. 462 (M+H).